From a dataset of the Open Reaction Database (ORD), a public repository of structured organic reaction records. describe an organic reaction: reactants, conditions, products, and yield Reactants: Cl.Cl.CN1CC2(CC1)CN(CC2)CC2=CC=CC=C2 (2-methyl-7-(phenylmethyl)-2,7-diazaspiro-[4.4]nonane dihydrochloride). The reagents and catalysts are [Pd] (palladium on carbon). The solvent is CO (methanol). The product is Cl.Cl.CN1CC2(CC1)CNCC2 (2-Methyl-2,7diazaspiro[4.4]nonane dihydrochloride). Reaction SMILES: [ClH:1].Cl.[CH3:3][N:4]1[CH2:8][CH2:7][C:6]2([CH2:12][CH2:11][N:10](CC3C=CC=CC=3)[CH2:9]2)[CH2:5]1>CO.[Pd]>[ClH:1].[ClH:1].[CH3:3][N:4]1[CH2:8][CH2:7][C:6]2([CH2:12][CH2:11][NH:10][CH2:9]2)[CH2:5]1 |f:0.1.2,5.6.7|. Reported procedure: A solution of 2-methyl-7-(phenylmethyl)-2,7-diazaspiro-[4.4]nonane dihydrochloride in 150 ml of methanol with 1.0 g 20% palladium on carbon catalyst was hydrogenated at 50 psi for two days. After filtration, the filtrate was concentrated to a thick syrup which crystallized on addition of acetonitrile to give 11.50 g of 2-Methyl-2,7diazaspiro[4.4]nonane dihydrochloride, softened at 164° C. and melted at 168°-170° C. EXAMPLE I The yield is 69.6%. Procedure details: To a stirred solution of N-tert-butyl-2-(5-(difluoromethoxy)-1-(3-(methylsulfonyl)propyl)-1H-indazol-3-yl)-5-trityl-5H-pyrrolo[3,2-b]pyrazine-7-carboxamide (105 mg, 0.138 mmol) in dichloromethane (4 mL) was added drop-wise trifluoroacetic acid (2 mL) at room temperature and the reaction mixture was stirred for 2 hours. The solvent was removed under reduced pressure and the residue was purified by preparative-TLC (silica gel, EtOAc as eluent) to give N-tert-butyl-2-(5-(difluoromethoxy)-1-(3-(meth... Reaction conditions: time 2 hour. The reactants are C(C)(C)(C)NC(=O)C1=CN(C=2C1=NC(=CN2)C2=NN(C1=CC=C(C=C21)OC(F)F)CCCS(=O)(=O)C)C(C2=CC=CC=C2)(C2=CC=CC=C2)C2=CC=CC=C2 (N-tert-butyl-2-(5-(difluoromethoxy)-1-(3-(methylsulfonyl)propyl)-1H-indazol-3-yl)-5-trityl-5H-pyrrolo[3,2-b]pyrazine-7-carboxamide), FC(C(=O)O)(F)F (trifluoroacetic acid). Solvent: ClCCl (dichloromethane). Product: C(C)(C)(C)NC(=O)C1=CNC=2C1=NC(=CN2)C2=NN(C1=CC=C(C=C21)OC(F)F)CCCS(=O)(=O)C (N-tert-butyl-2-(5-(difluoromethoxy)-1-(3-(methylsulfonyl)propyl)-1H-indazol-3-yl)-5H-pyrrolo[3,2-b]pyrazine-7-carboxamide). As a reaction SMILES: [C:1]([NH:5][C:6]([C:8]1[C:12]2=[N:13][C:14]([C:17]3[C:25]4[C:20](=[CH:21][CH:22]=[C:23]([O:26][CH:27]([F:29])[F:28])[CH:24]=4)[N:19]([CH2:30][CH2:31][CH2:32][S:33]([CH3:36])(=[O:35])=[O:34])[N:18]=3)=[CH:15][N:16]=[C:11]2[N:10](C(C2C=CC=CC=2)(C2C=CC=CC=2)C2C=CC=CC=2)[CH:9]=1)=[O:7])([CH3:4])([CH3:3])[CH3:2].FC(F)(F)C(O)=O>ClCCl>[C:1]([NH:5][C:6]([C:8]1[C:12]2=[N:13][C:14]([C:17]3[C:25]4[C:20](=[CH:21][CH:22]=[C:23]([O:26][CH:27]([F:29])[F:28])[CH:24]=4)[N:19]([CH2:30][CH2:31][CH2:32][S:33]([CH3:36])(=[O:34])=[O:35])[N:18]=3)=[CH:15][N:16]=[C:11]2[NH:10][CH:9]=1)=[O:7])([CH3:3])([CH3:4])[CH3:2]. The reactants are CCO, Cl, [K+], CCOC(=O)c1nc2cc(C(F)(F)F)c([N+](=O)[O-])cc2[nH]c1=O, [OH-], O. The product is O=C(O)c1nc2cc(C(F)(F)F)c([N+](=O)[O-])cc2[nH]c1=O. RXN SMILES: [CH3:28][CH2:29][OH:30].[ClH:27].[K+:25].[N+:1](=[O:2])([O-:3])[c:4]1[cH:5][c:6]2[nH:7][c:8](=[O:23])[c:9]([C:18](=[O:19])[O:20][CH2:21][CH3:22])[n:10][c:11]2[cH:12][c:13]1[C:14]([F:15])([F:16])[F:17].[OH-:24].[OH2:26]>>[N+:1](=[O:2])([O-:3])[c:4]1[cH:5][c:6]2[nH:7][c:8](=[O:23])[c:9]([C:18](=[O:19])[OH:20])[n:10][c:11]2[cH:12][c:13]1[C:14]([F:15])([F:16])[F:17]. Procedure details: Morpholine (0.2 ml, 2.2 mmol) was added to stirred solution of 6-chloronicotinoyl chloride (250 mg, 1.4 mmol) in dichloromethane (10 ml). After 2 hours the reaction was allowed to cool and the crude mixture was applied to a SCX ion exchange cartridge (Varian bond-elute, 10 g) and washed with methanol. The methanolic fractions were concentrated in vacuo to afford the title compound (D5). Starting materials: N1CCOCC1 (Morpholine), ClC1=NC=C(C(=O)Cl)C=C1 (6-chloronicotinoyl chloride), crude mixture. The solvent is ClCCl (dichloromethane). RXN SMILES: [NH:1]1[CH2:6][CH2:5][O:4][CH2:3][CH2:2]1.[Cl:7][C:8]1[CH:16]=[CH:15][C:11]([C:12](Cl)=[O:13])=[CH:10][N:9]=1>ClCCl>[Cl:7][C:8]1[N:9]=[CH:10][C:11]([C:12]([N:1]2[CH2:6][CH2:5][O:4][CH2:3][CH2:2]2)=[O:13])=[CH:15][CH:16]=1. Conditions: time 2 hour. Product: ClC1=CC=C(C=N1)C(=O)N1CCOCC1 (1-(6-Chloro-pyridin-3-yl)-1-morpholin-4-yl-methanone). Reactants: ice water, C(CCCCCCCCCCCCCCC)OCC(CNS(=O)(=O)CCCI)COC (1-hexadecyloxy-3-(3-iodopropylsulfonylamino)-2-methoxymethylpropane), C(C)(=O)Cl (acetyl chloride), C(C)(C)NC(C)C (diisopropylamine), C1(=CC=CC=C1)C.C(C)(=O)OCC (toluene ethyl acetate). Solvent: ClCCl (dichloromethane), ClCCl (dichloromethane). Run at temperature 0 celsius, time 3 hour. The product is C(C)(=O)N(CC(COCCCCCCCCCCCCCCCC)COC)S(=O)(=O)CCCI (3-(N-acetyl-3-iodopropylsulfonylamino)-1-hexadecyloxy-2-methoxymethylpropane). Yield: 99.0%. RXN SMILES: [CH2:1]([O:17][CH2:18][CH:19]([CH2:29][O:30][CH3:31])[CH2:20][NH:21][S:22]([CH2:25][CH2:26][CH2:27][I:28])(=[O:24])=[O:23])[CH2:2][CH2:3][CH2:4][CH2:5][CH2:6][CH2:7][CH2:8][CH2:9][CH2:10][CH2:11][CH2:12][CH2:13][CH2:14][CH2:15][CH3:16].[C:32](Cl)(=[O:34])[CH3:33].C(NC(C)C)(C)C.C1(C)C=CC=CC=1.C(OCC)(=O)C>ClCCl>[C:32]([N:21]([S:22]([CH2:25][CH2:26][CH2:27][I:28])(=[O:24])=[O:23])[CH2:20][CH:19]([CH2:29][O:30][CH3:31])[CH2:18][O:17][CH2:1][CH2:2][CH2:3][CH2:4][CH2:5][CH2:6][CH2:7][CH2:8][CH2:9][CH2:10][CH2:11][CH2:12][CH2:13][CH2:14][CH2:15][CH3:16])(=[O:34])[CH3:33] |f:3.4|. Reported procedure: To a cooled mixture of 0.76 g (1.3 mM) of 1-hexadecyloxy-3-(3-iodopropylsulfonylamino)-2-methoxymethylpropane IIk1 and 0.14 ml (2.0 mM) of acetyl chloride in 10 ml of dichloromethane at 0° C., is added 0.39 ml (2.2 mM) of diisopropylamine and the mixture is stirred at 0° C., for 3 hours. The mixture is poured into ice-water and the product is isolated by dichloromethane extraction. The dichloromethane layer is washed with saturated aqueous sodium chloride, dried over anhydrous magnesium sulfate ... The reactants are [Na+].[Na+].C(C)OCC1=C(C(C(=O)[O-])=CC=C1)C(=O)[O-] (3-(ethoxymethyl)phthalic acid disodium salt), [Mn](=O)(=O)(=O)[O-].[K+] (Potassium permanganate). Run in O (water). Reaction conditions: time 18 hour. The product is C(C1=C(C(=O)O)C(C(=O)O)=CC=C1)(=O)O (Hemimellitic Acid). Yield: 42.0%. Reaction SMILES: [Na+].[Na+].C([O:5][CH2:6][C:7]1[CH:15]=[CH:14][CH:13]=[C:9]([C:10]([O-:12])=[O:11])[C:8]=1[C:16]([O-:18])=[O:17])C.[Mn]([O-])(=O)(=O)=[O:20].[K+]>O>[C:6]([OH:5])(=[O:20])[C:7]1[CH:15]=[CH:14][CH:13]=[C:9]([C:10]([OH:12])=[O:11])[C:8]=1[C:16]([OH:18])=[O:17] |f:0.1.2,3.4|. Procedure: 3-(Ethoxymethyl)phthalic acid disodium salt (3.7 mmol) from Example 2 was dissolved in water (40 ml). Potassium permanganate (7.5 mmol) was added and the resulting solution was stirred for 18 h at room temperature. The precipitate formed was filtered off and washed three times with hot water. The combined aqueous phase was evaporated under reduced pressure to approximately one third of the initial volume and cooled in an ice-bath. Concentrated HCl was added carefully for neutralization. The prec...